The task is: describe an organic reaction: reactants, conditions, products, and yield. This data is from the Open Reaction Database (ORD), a public repository of structured organic reaction records. Starting materials: N1(CCOCC1)C(=O)N=C=S (4-Morpholinecarbonyl isothiocyanate), N1(CCOCC1)C(=O)Cl (4-morpholinecarbonyl chloride), COC=1C=C2C(=CC=NC2=CC1OC)OC1=CC=C(N)C=C1 (4-[(6,7-Dimethoxy-4-quinolyl)oxy]aniline), C1(=CC=CC=C1)C (toluene). The solvent is C(C)O (ethanol), C(C)O (ethanol). Reaction conditions: time 2 hour. Yields the product N1(CCOCC1)C(=O)N=C=S (4-Morpholinecarbonyl isothiocyanate), COC=1C=C2C(=CC=NC2=CC1OC)OC1=CC=C(C=C1)NC(=S)NC(=O)N1CCOCC1 (N-{4-[(6,7-Dimethoxy-4-quinolyl)oxy]phenyl}-N′-morpholinocarbonylthiourea). Yield: 62.0%. RXN SMILES: N1(C(Cl)=O)CCOCC1.[N:10]1([C:16]([N:18]=[C:19]=[S:20])=[O:17])[CH2:15][CH2:14][O:13][CH2:12][CH2:11]1.[CH3:21][O:22][C:23]1[CH:24]=[C:25]2[C:30](=[CH:31][C:32]=1[O:33][CH3:34])[N:29]=[CH:28][CH:27]=[C:26]2[O:35][C:36]1[CH:42]=[CH:41][C:39]([NH2:40])=[CH:38][CH:37]=1.C1(C)C=CC=CC=1>C(O)C>[N:10]1([C:16]([N:18]=[C:19]=[S:20])=[O:17])[CH2:11][CH2:12][O:13][CH2:14][CH2:15]1.[CH3:21][O:22][C:23]1[CH:24]=[C:25]2[C:30](=[CH:31][C:32]=1[O:33][CH3:34])[N:29]=[CH:28][CH:27]=[C:26]2[O:35][C:36]1[CH:37]=[CH:38][C:39]([NH:40][C:19]([NH:18][C:16]([N:10]2[CH2:11][CH2:12][O:13][CH2:14][CH2:15]2)=[O:17])=[S:20])=[CH:41][CH:42]=1. Reported procedure: 4-Morpholinecarbonyl isothiocyanate was prepared using commercially available 4-morpholinecarbonyl chloride (80 mg) as a starting compound according to the description of the literature. 4-Morpholinecarbonyl isothiocyanate was dissolved in ethanol (1 ml) to prepare a solution. 4-[(6,7-Dimethoxy-4-quinolyl)oxy]aniline (50 mg), toluene (5 ml), and ethanol (1 ml) were added to the solution, and the mixture was stirred at room temperature for 2 hr. The reaction solution was concentrated, and the res... Reactants: C(C)(C)OC(C)C (diisopropyl ether), FC(C(=O)O)(F)F (trifluoroacetic acid), C1(=CC=CC=C1)OC (anisole), NC1=NC(=NS1)C(C(=O)N[C@H]1[C@@H]2N(C(=C(CS2)CCl)C(=O)OC(C2=CC=CC=C2)C2=CC=CC=C2)C1=O)=NOCC(=O)O (benzhydryl 7β-[2-(5-amino-1,2,4-thiadiazol-3-yl) -2-carboxymethoxyiminoacetamido]-3-chloromethyl-3-cephem-4-carboxylate). Solvent: CCCCCC (n-hexane), C(Cl)Cl (methylene chloride). Reaction conditions: time 2 hour. Product: NC1=NC(=NS1)C(C(=O)N[C@H]1[C@@H]2N(C(=C(CS2)CCl)C(=O)O)C1=O)=NOCC(=O)O (7β-[2-(5-amino-1,2,4-thiadiazol-3-yl)-2-carboxymethoxyiminoacetamido]-3-chloromethyl-3-cephem-4-carboxylic acid). Isolated yield 106.0%. Reaction SMILES: FC(F)(F)C(O)=O.C1(OC)C=CC=CC=1.[NH2:16][C:17]1[S:21][N:20]=[C:19]([C:22](=[N:53][O:54][CH2:55][C:56]([OH:58])=[O:57])[C:23]([NH:25][C@@H:26]2[C:51](=[O:52])[N:28]3[C:29]([C:35]([O:37]C(C4C=CC=CC=4)C4C=CC=CC=4)=[O:36])=[C:30]([CH2:33][Cl:34])[CH2:31][S:32][C@H:27]23)=[O:24])[N:18]=1.C(OC(C)C)(C)C>C(Cl)Cl.CCCCCC>[NH2:16][C:17]1[S:21][N:20]=[C:19]([C:22](=[N:53][O:54][CH2:55][C:56]([OH:58])=[O:57])[C:23]([NH:25][C@@H:26]2[C:51](=[O:52])[N:28]3[C:29]([C:35]([OH:37])=[O:36])=[C:30]([CH2:33][Cl:34])[CH2:31][S:32][C@H:27]23)=[O:24])[N:18]=1. Procedure details: To a solution of trifluoroacetic acid (20 ml) and anisole (10 ml) in methylene chloride (50 ml) was added benzhydryl 7β-[2-(5-amino-1,2,4-thiadiazol-3-yl) -2-carboxymethoxyiminoacetamido]-3-chloromethyl-3-cephem-4-carboxylate (syn isomer) (7.0 g) at 0°~5° C. under stirring. The stirring was continued for 2 hours at the same temperature. The reaction mixture was poured into a cold mixture of diisopropyl ether (400 ml) and n-hexane (200 ml). The resulting precipitates were collected by filtration ... The reactants are Cc1ccccc1, O=C(Cl)Oc1ccccc1, Nc1ccc(F)cc1F. Yields the product O=C(Nc1ccc(F)cc1F)Oc1ccccc1. As a reaction SMILES: [CH3:20][c:21]1[cH:22][cH:23][cH:24][cH:25][cH:26]1.[Cl:10][C:11](=[O:12])[O:13][c:14]1[cH:15][cH:16][cH:17][cH:18][cH:19]1.[F:1][c:2]1[c:3]([NH2:4])[cH:5][cH:6][c:7]([F:9])[cH:8]1>>[F:1][c:2]1[c:3]([NH:4][C:11](=[O:12])[O:13][c:14]2[cH:15][cH:16][cH:17][cH:18][cH:19]2)[cH:5][cH:6][c:7]([F:9])[cH:8]1. Procedure: 3A Molecular sieves (27.04 g) were heated at 120° C. under vacuum for 20 hours and added to a solution of 2-methyl-1-nitropropane (13.0 g) in methyl tert-butyl ether (420 ml). The mixture was stirred for 5 minutes, potassium carbonate (64.5 g) added and the mixture stirred a further 30 minutes. The mixture was cooled to 15° C. and fluoral hydrate (22.0 g) was added over 30 minutes. The reaction mixture was stirred at ambient temperature for 16 hours, then cooled to 15° C. and water (270 ml) adde... Run in C(C)(C)(C)OC (methyl tert-butyl ether). Product: CC(C(C(C(F)(F)F)O)[N+](=O)[O-])C (4-methyl-3-nitro-1,1,1-trifluoro-2-pentanol). The yield is 84.0%. Run at temperature 15 celsius, time 5 minute. The reactants are CC(C[N+](=O)[O-])C (2-methyl-1-nitropropane), 3A, C(C(F)(F)F)(O)O (fluoral hydrate), O (water), C([O-])([O-])=O.[K+].[K+] (potassium carbonate). Reaction SMILES: [CH3:1][CH:2]([CH3:7])[CH2:3][N+:4]([O-:6])=[O:5].C(=O)([O-])[O-].[K+].[K+].[CH:14](O)([OH:19])[C:15]([F:18])([F:17])[F:16].O>C(OC)(C)(C)C>[CH3:1][CH:2]([CH3:7])[CH:3]([N+:4]([O-:6])=[O:5])[CH:14]([OH:19])[C:15]([F:18])([F:17])[F:16] |f:1.2.3|. Reactants: [Si](C)(C)(C(C)(C)C)OCC=N[S@](=O)C(C)(C)C ((R)—N-(2-{[tert-butyl(dimethyl)silyl]oxy}ethylidene)-2-methylpropane-2-sulfinamide), FC=1C=CC(=NC1)C=O (5-fluoropyridine-2-carbaldehyde), CC(C)(C)[S@](=O)N ((S)-2-methylpropane-2-sulfinamide). The product is FC=1C=CC(=NC1)C=N[S@@](=O)C(C)(C)C ((S)—N-[(5-Fluoropyridin-2-yl)methylene]-2-methylpropane-2-sulfinamide). RXN SMILES: [Si](O[CH2:9][CH:10]=[N:11][S@@:12]([C:14]([CH3:17])([CH3:16])[CH3:15])=[O:13])(C(C)(C)C)(C)C.[F:18][C:19]1[CH:20]=[CH:21]C(C=O)=[N:23][CH:24]=1.CC([S@@](N)=O)(C)C>>[F:18][C:19]1[CH:20]=[CH:21][C:9]([CH:10]=[N:11][S@:12]([C:14]([CH3:15])([CH3:16])[CH3:17])=[O:13])=[N:23][CH:24]=1. Reported procedure: The title compound was prepared using a procedure similar to the one described for the synthesis of Intermediate 21, using 5-fluoropyridine-2-carbaldehyde and (S)-2-methylpropane-2-sulfinamide as the starting materials. 1H NMR (300 MHz, CDCl3) δ ppm 8.67 (s, 1H) 8.58 (s, 1H) 8.06 (dd, J=8.29, 4.52 Hz, 1H) 7.51 (t, J=7.91 Hz, 1H) 1.20-1.33 (m, 9H). The product was used without purification. Reactants: CC(C)(C)[Si](C)(C)Cl, CCOC(C)=O, OC1CCCC(O)C1, ClCCl, C1CCOC1, c1c[nH]cn1. The product is CC(C)(C)[Si](C)(C)OC1CCCC(O)C1. As a reaction SMILES: [C:14]([CH3:15])([CH3:16])([CH3:17])[Si:18]([CH3:19])([CH3:20])[Cl:21].[CH3:30][CH2:31][O:32][C:33](=[O:34])[CH3:35].[CH:1]1([OH:8])[CH2:2][CH:3]([OH:7])[CH2:4][CH2:5][CH2:6]1.[Cl:22][CH2:23][Cl:24].[O:25]1[CH2:26][CH2:27][CH2:28][CH2:29]1.[nH:9]1[cH:10][cH:11][n:12][cH:13]1>>[CH:1]1([OH:8])[CH2:2][CH:3]([O:7][Si:18]([C:14]([CH3:15])([CH3:16])[CH3:17])([CH3:19])[CH3:20])[CH2:4][CH2:5][CH2:6]1. Procedure details: A stirred mixture of 4-chloro-6,7-diethoxy-3-quinolinecarbonitrile (0.69 g, 2.5 mmol), 3-bromobenzylamine (0.78 g, 3.5 mmol), diisopropylethyl amine (1.05 ml, 6.0 mmol), and 7.5 ml of ethoxyethanol was refluxed for 4 h, cooled, and stirred with a mixture of hexane and water containing 0.4 g of potassium carbonate for 3 h. The resulting solid was filtered, washed with water, and dried. Recrystallization from acetone-hexane gave 0.73 g of off-white solid, mp 156-159° C. Reaction SMILES: Cl[C:2]1[C:11]2[C:6](=[CH:7][C:8]([O:15][CH2:16][CH3:17])=[C:9]([O:12][CH2:13][CH3:14])[CH:10]=2)[N:5]=[CH:4][C:3]=1[C:18]#[N:19].[Br:20][C:21]1[CH:22]=[C:23]([CH:26]=[CH:27][CH:28]=1)[CH2:24][NH2:25].C(N(C(C)C)CC)(C)C.C(OC(O)C)C.C(=O)([O-])[O-].[K+].[K+]>O.CCCCCC>[Br:20][C:21]1[CH:22]=[C:23]([CH2:24][NH:25][C:2]2[C:11]3[C:6](=[CH:7][C:8]([O:15][CH2:16][CH3:17])=[C:9]([O:12][CH2:13][CH3:14])[CH:10]=3)[N:5]=[CH:4][C:3]=2[C:18]#[N:19])[CH:26]=[CH:27][CH:28]=1 |f:4.5.6|. The yield is 68.5%. Product: BrC=1C=C(C=CC1)CNC1=C(C=NC2=CC(=C(C=C12)OCC)OCC)C#N (4-(3-Bromophenylmethylamino)-6,7-diethoxy-3-quinolinecarbonitrile). Reactants: ClC1=C(C=NC2=CC(=C(C=C12)OCC)OCC)C#N (4-chloro-6,7-diethoxy-3-quinolinecarbonitrile), BrC=1C=C(CN)C=CC1 (3-bromobenzylamine), C(C)(C)N(CC)C(C)C (diisopropylethyl amine), C(C)OC(C)O (ethoxyethanol), C([O-])([O-])=O.[K+].[K+] (potassium carbonate). The solvent is O (water), CCCCCC (hexane). Reactants: C(C1=CC=CC=C1)=NNC(C1=CC=C(C=C1)C(F)(F)F)=O (N′-benzylidene-4-trifluoromethylbenzohydrazide), S(=O)(Cl)Cl (thionyl chloride). The solvent is C1(=CC=CC=C1)C (toluene). Yields the product C(C1=CC=CC=C1)=NN=C(C1=CC=C(C=C1)C(F)(F)F)Cl (N-benzylidene-4-trifluoromethylbenzenecarbohydrazonoyl chloride). The yield is 59.0%. As a reaction SMILES: [CH:1](=[N:8][NH:9][C:10](=O)[C:11]1[CH:16]=[CH:15][C:14]([C:17]([F:20])([F:19])[F:18])=[CH:13][CH:12]=1)[C:2]1[CH:7]=[CH:6][CH:5]=[CH:4][CH:3]=1.S(Cl)([Cl:24])=O>C1(C)C=CC=CC=1>[CH:1](=[N:8][N:9]=[C:10]([Cl:24])[C:11]1[CH:16]=[CH:15][C:14]([C:17]([F:20])([F:19])[F:18])=[CH:13][CH:12]=1)[C:2]1[CH:7]=[CH:6][CH:5]=[CH:4][CH:3]=1. Procedure details: A mixture of N′-benzylidene-4-trifluoromethylbenzohydrazide (2.92 g), thionyl chloride (1.09 ml) and toluene (50 ml) was heated under reflux for 1 hr. After cooling, the reaction mixture was concentrated, and the residue was purified by silica gel column chromatography (hexane:ethyl acetate=8:1, volume ratio) and recrystallized from hexane to give N-benzylidene-4-trifluoromethylbenzenecarbohydrazonoyl chloride (1.85 g, yield 59%) as pale-yellow plate crystals. melting point: 95–96° C. Reactants: CN(C)CCN(C)C (TMEDA), CN(C)C=O (DMF), ClC1=C2C(N(C(C2=CC=C1)=O)C(C)(C1=CC=CC=C1)C)O (4-Chloro-3-hydroxy-2-(1-methyl-1-phenylethyl)isoindolinone), C(C)(CC)[Li].CCCCCC (sec-butyllithium hexane). Solvent: C1CCOC1 (THF), O (water). Conditions: time 2 hour. Yields the product ClC1=C2C(N(C(C2=C(C=C1)C=O)=O)C(C)(C1=CC=CC=C1)C)O (4-chloro-3-hydroxy-7-formyl-2-(1-methyl-1-phenylethyl)isoindolinone). Yield: 91.0%. As a reaction SMILES: [Cl:1][C:2]1[CH:10]=[CH:9][CH:8]=[C:7]2[C:3]=1[CH:4]([OH:21])[N:5]([C:12]([CH3:20])([C:14]1[CH:19]=[CH:18][CH:17]=[CH:16][CH:15]=1)[CH3:13])[C:6]2=[O:11].CN(CCN(C)C)C.C([Li])(CC)C.CCCCCC.CN([CH:44]=[O:45])C>C1COCC1.O>[Cl:1][C:2]1[CH:10]=[CH:9][C:8]([CH:44]=[O:45])=[C:7]2[C:3]=1[CH:4]([OH:21])[N:5]([C:12]([CH3:13])([C:14]1[CH:15]=[CH:16][CH:17]=[CH:18][CH:19]=1)[CH3:20])[C:6]2=[O:11] |f:2.3|. Procedure: 4-Chloro-3-hydroxy-2-(1-methyl-1-phenylethyl)isoindolinone (1.00 g, 3.31 mmol) was dissolved in THF (40 mL), and the solution was added with TMEDA (1.10 mL, 7.28 mmol), and added with sec-butyllithium-hexane solution (0.99 mol/L, 7.36 mL, 7.28 mmol) by drops at −78° C. for 5 minutes under argon atmosphere, and the mixture was stirred for 2 hours at the same temperature. Then, the mixture was added with DMF (0.384 mL, 4.97 mmol) and warmed from −78° C. to room temperature for 3.5 hours. The react...